This data is from the Open Reaction Database (ORD), a public repository of structured organic reaction records. The task is: describe an organic reaction: reactants, conditions, products, and yield Starting materials: C1(=CC=C(OC)C=C1)C(=O)C(O)C1=CC=C(OC)C=C1 (Anisoin), C(Cl)Cl (methylene chloride), S(=O)(Cl)Cl (Thionyl chloride). Solvent: N1=CC=CC=C1 (pyridine). Run at time 50 minute. The product is ClC(C(C1=CC=C(OC)C=C1)=O)C1=CC=C(OC)C=C1 (α-Chloro-Deoxyanisoin). Reaction SMILES: [C:1]1([C:9]([CH:11]([C:13]2[CH:20]=[CH:19][C:16]([O:17][CH3:18])=[CH:15][CH:14]=2)O)=[O:10])[CH:8]=[CH:7][C:4]([O:5][CH3:6])=[CH:3][CH:2]=1.C(Cl)[Cl:22].S(Cl)(Cl)=O>N1C=CC=CC=1>[Cl:22][CH:11]([C:13]1[CH:20]=[CH:19][C:16]([O:17][CH3:18])=[CH:15][CH:14]=1)[C:9](=[O:10])[C:1]1[CH:8]=[CH:7][C:4]([O:5][CH3:6])=[CH:3][CH:2]=1. Procedure: Anisoin (2.87 g), 100 mL of methylene chloride, and pyridine (2.02 g) are placed in a flask under nitrogen. Thionyl chloride (1.60 ml) is added dropwise over 5 minutes using a water bath to maintain the reaction temperature between 25° C. and 30° C. After allowing the mixture stir for 50 minutes the reaction is quenched by washing with water (2×100 mL) and 100 mL of brine. The organics are dried over sodium sulfate, filtered, then concentrated. The resulting oil is taken up in 25 mL of diethyl e... The reactants are CN1C(CCCC1)CO (1-methyl-2-piperidinemethanol), C1(=CC=C(C=C1)S(=O)(=O)OC)C (methyl p-toluenesulfonate). Yields the product C1(=CC=C(C=C1)S(=O)(=O)[O-])C.C[N+]1(C(CCCC1)CO)C (1,1-Dimethyl-2-hydroxymethylpiperidinium p-toluenesulfonate). Isolated yield 157.1%. As a reaction SMILES: [CH3:1][N:2]1[CH2:7][CH2:6][CH2:5][CH2:4][CH:3]1[CH2:8][OH:9].[C:10]1([CH3:21])[CH:15]=[CH:14][C:13]([S:16]([O:19]C)(=[O:18])=[O:17])=[CH:12][CH:11]=1>>[C:10]1([CH3:21])[CH:11]=[CH:12][C:13]([S:16]([O-:19])(=[O:17])=[O:18])=[CH:14][CH:15]=1.[CH3:1][N+:2]1([CH3:10])[CH2:7][CH2:6][CH2:5][CH2:4][CH:3]1[CH2:8][OH:9] |f:2.3|. Procedure details: The procedures of Reference Example 3 were repeated using 2.58 g of 1-methyl-2-piperidinemethanol and 3.72 g of methyl p-toluenesulfonate to give 4.95 g of the desired compound. Starting materials: FC(C(=O)O)(F)F (Trifluoroacetic acid), O1C(=NC2=C1C=CC=C2)N2[C@@H](CCCC2)C(=O)NC2CCN(CC2)C(=O)OC(C)(C)C (tert-butyl 4-([(2S)-1-(1,3-benzoxazol-2-yl)-2-piperidinyl]carbonylamino)piperidine-1-carboxylate). Run in ClCCl (dichloromethane). Conditions: time 2 hour. Yields the product O1C(=NC2=C1C=CC=C2)N2[C@@H](CCCC2)C(=O)NC2CCNCC2 ((2S)-1-(1,3-benzoxazol-2-yl)-N2-(4-piperidinyl)-2-piperidinecarboxamide). The yield is 118.4%. Reaction SMILES: FC(F)(F)C(O)=O.[O:8]1[C:12]2[CH:13]=[CH:14][CH:15]=[CH:16][C:11]=2[N:10]=[C:9]1[N:17]1[CH2:22][CH2:21][CH2:20][CH2:19][C@H:18]1[C:23]([NH:25][CH:26]1[CH2:31][CH2:30][N:29](C(OC(C)(C)C)=O)[CH2:28][CH2:27]1)=[O:24]>ClCCl>[O:8]1[C:12]2[CH:13]=[CH:14][CH:15]=[CH:16][C:11]=2[N:10]=[C:9]1[N:17]1[CH2:22][CH2:21][CH2:20][CH2:19][C@H:18]1[C:23]([NH:25][CH:26]1[CH2:27][CH2:28][NH:29][CH2:30][CH2:31]1)=[O:24]. Procedure: Trifluoroacetic acid (10 ml) was added to a solution of tert-butyl 4-([(2S)-1-(1,3-benzoxazol-2-yl)-2-piperidinyl]carbonylamino)piperidine-1-carboxylate (1.631 g) [see Preparation 31] in dichloromethane (10 ml) at 0° C. The reaction mixture was then warmed to room temperature and stirred for 2 hours, after which time the solvent was removed under reduced pressure and the residue was dissolved in water. Sodium hydrogen carbonate was added until the solution reached a pH of 8 and the product was t... The reactants are BrC=1C(N(C(C1C1=C(NC2=CC=CC=C12)CCCCC=1NC2=CC=CC=C2C1)=O)C)=O (3-bromo-4-(2-(4-(1H-2-indolyl)butyl)-1H-3-indolyl)-1-methyl-2,5-dihydro-1H-pyrrole-2,5-dione). Reagents/catalysts: [OH-].[OH-].[Pd+2] (Pd(OH)2/C). Run in CO (MeOH). The product is N1C(=CC2=CC=CC=C12)CCCCC=1NC2=CC=CC=C2C1C1C(N(C(C1)=O)C)=O (3-(2-(4-(1H-2-Indolyl)butyl)-1H-3-indolyl)-1-methyl-2,5-pyrrolidinedione). Reaction SMILES: Br[C:2]1[C:3](=[O:31])[N:4]([CH3:30])[C:5](=[O:29])[C:6]=1[C:7]1[C:15]2[C:10](=[CH:11][CH:12]=[CH:13][CH:14]=2)[NH:9][C:8]=1[CH2:16][CH2:17][CH2:18][CH2:19][C:20]1[NH:21][C:22]2[C:27]([CH:28]=1)=[CH:26][CH:25]=[CH:24][CH:23]=2>CO.[OH-].[OH-].[Pd+2]>[NH:21]1[C:22]2[C:27](=[CH:26][CH:25]=[CH:24][CH:23]=2)[CH:28]=[C:20]1[CH2:19][CH2:18][CH2:17][CH2:16][C:8]1[NH:9][C:10]2[C:15]([C:7]=1[CH:6]1[CH2:2][C:3](=[O:31])[N:4]([CH3:30])[C:5]1=[O:29])=[CH:14][CH:13]=[CH:12][CH:11]=2 |f:2.3.4|. Procedure: A solution of 240 mg (0.50 mmol) of 3-bromo-4-(2-(4-(1H-2-indolyl)butyl)-1H-3-indolyl)-1-methyl-2,5-dihydro-1H-pyrrole-2,5-dione and 140 mg (0.25 mmol) of Pd(OH)2/C (20%) in 30 ml of MeOH is stirred under an H2 atmosphere at room temperature for 24 h. For work-up, the mixture is filtered, the filtrate is concentrated and the residue is purified by column chromatography (SiO2:CH2Cl2/EA 95:5). On concentrating the pure fraction, the product is crystallized by addition of PE. Yield: 48.0 mg (24%), ...